This data is from the Open Reaction Database (ORD), a public repository of structured organic reaction records. The task is: describe an organic reaction: reactants, conditions, products, and yield Starting materials: Nc1ccc(Br)cc1, CN(C)C(N)=O, CNC, Clc1ccc(Cl)c(Cl)c1. Product: CN(C)C(=O)Nc1ccc(Br)cc1. As a reaction SMILES: [Br:7][c:8]1[cH:9][cH:10][c:11]([NH2:12])[cH:13][cH:14]1.[CH3:1][N:2]([C:3](=[O:4])[NH2:5])[CH3:6].[CH3:24][NH:25][CH3:26].[Cl:15][c:16]1[cH:17][c:18]([Cl:19])[c:20]([Cl:21])[cH:22][cH:23]1>>[CH3:1][N:2]([C:3](=[O:4])[NH:5][c:11]1[cH:10][cH:9][c:8]([Br:7])[cH:14][cH:13]1)[CH3:6]. The reactants are C(C)N(CC(=O)N[C@H](C(=O)O)C(C)C)CC.OCCN1C(C(CCC1=O)N1C(C2=CC=CC=C2C1=O)=O)=O (2-(1-(2-hydroxyethyl)-2,6-dioxopiperidin-3-yl)isoindolin-1,3-dione (S)-2-(2-diethylaminoacetamido)-3-methylbutanoate), Cl.CO (HCl methanol). Solvent: C(Cl)Cl (DCM). The product is Cl.C(C)N(CC(=O)N[C@H](C(=O)O)C(C)C)CC.OCCN1C(C(CCC1=O)N1C(C2=CC=CC=C2C1=O)=O)=O (2-(1-(2-hydroxyethyl)-2,6-dioxopiperidin-3-yl)isoindolin-1,3-dione (S)-2-(2-diethylaminoacetamido)-3-methylbutanoate hydrochloride). As a reaction SMILES: [CH2:1]([N:3]([CH2:15][CH3:16])[CH2:4][C:5]([NH:7][C@@H:8]([CH:12]([CH3:14])[CH3:13])[C:9]([OH:11])=[O:10])=[O:6])[CH3:2].[OH:17][CH2:18][CH2:19][N:20]1[C:25](=[O:26])[CH2:24][CH2:23][CH:22]([N:27]2[C:35](=[O:36])[C:34]3[C:29](=[CH:30][CH:31]=[CH:32][CH:33]=3)[C:28]2=[O:37])[C:21]1=[O:38].[ClH:39].CO>C(Cl)Cl>[ClH:39].[CH2:15]([N:3]([CH2:1][CH3:2])[CH2:4][C:5]([NH:7][C@@H:8]([CH:12]([CH3:14])[CH3:13])[C:9]([OH:11])=[O:10])=[O:6])[CH3:16].[OH:17][CH2:18][CH2:19][N:20]1[C:25](=[O:26])[CH2:24][CH2:23][CH:22]([N:27]2[C:28](=[O:37])[C:29]3[C:34](=[CH:33][CH:32]=[CH:31][CH:30]=3)[C:35]2=[O:36])[C:21]1=[O:38] |f:0.1,2.3,5.6.7|. Procedure: The compound (76 mg) obtained from example 6 was dissolved in DCM (10 mL) and 15% HCl/methanol solution (5 mL) were added dropwise. The solvent was eliminated by rotary evaporation in vacuo and then white solid (82 mg) was obtained. Product: COc1ccc(C2(C#N)CCC(=CC(=O)O)CC2)c2c1OCCO2. The reactants are CCOC(=O)C=C1CCC(C#N)(c2ccc(OC)c3c2OCCO3)CC1, C1CCOC1, CCO, Cl, [Na+], [OH-]. RXN SMILES: [C:1](#[N:2])[C:3]1([c:15]2[cH:16][cH:17][c:18]([O:25][CH3:26])[c:19]3[c:24]2[O:23][CH2:22][CH2:21][O:20]3)[CH2:4][CH2:5][C:6](=[CH:9][C:10](=[O:11])[O:12][CH2:13][CH3:14])[CH2:7][CH2:8]1.[CH2:33]1[O:34][CH2:35][CH2:36][CH2:37]1.[CH3:30][CH2:31][OH:32].[ClH:29].[Na+:28].[OH-:27]>>[C:1](#[N:2])[C:3]1([c:15]2[cH:16][cH:17][c:18]([O:25][CH3:26])[c:19]3[c:24]2[O:23][CH2:22][CH2:21][O:20]3)[CH2:4][CH2:5][C:6](=[CH:9][C:10](=[O:11])[OH:12])[CH2:7][CH2:8]1. Reactants: N(=O)C1=C(C=CC=C1)C (o-nitrosotoluene), C1(=CC=CC=C1)C1=C(C1=O)C1=CC=CC=C1 (diphenylcyclopropenone). The solvent is O1CCCC1 (tetrahydrofuran). Yields the product C1(=C(C=CC=C1)N1OC(C(C1C1=CC=CC=C1)C1=CC=CC=C1)=O)C (2-(o-tolyl)-3,4-diphenylisoxazolin-5-one). RXN SMILES: [N:1]([C:3]1[CH:8]=[CH:7][CH:6]=[CH:5][C:4]=1[CH3:9])=[O:2].[C:10]1([C:16]2[C:18](=[O:19])[C:17]=2[C:20]2[CH:25]=[CH:24][CH:23]=[CH:22][CH:21]=2)[CH:15]=[CH:14][CH:13]=[CH:12][CH:11]=1>O1CCCC1>[C:4]1([CH3:9])[CH:5]=[CH:6][CH:7]=[CH:8][C:3]=1[N:1]1[CH:16]([C:10]2[CH:15]=[CH:14][CH:13]=[CH:12][CH:11]=2)[CH:17]([C:20]2[CH:25]=[CH:24][CH:23]=[CH:22][CH:21]=2)[C:18](=[O:19])[O:2]1. Reported procedure: 2.4 Parts of o-nitrosotoluene and 4.1 parts of diphenylcyclopropenone in 50 parts of tetrahydrofuran is heated at the reflux temperature for 48 hours. Solvent then is removed under reduced pressure and the residue is crystallized from cyclohexane. Recrystallization from ethanol gives, as red granules, 2-(o-tolyl)-3,4-diphenylisoxazolin-5-one, melting at about 142°-143° C. That compound is represented structurally by the following formula. ##STR6## Reactants: O[C@H]1[C@H]2[C@H](C[C@H]3[C@@H]1N(C(O3)=O)C(C3=CC=CC=C3)OC)COC(O2)C2=CC=CC=C2 ((3aR,4R,4aR,8aR,9aS)-4-hydroxy-3-(methoxy(phenyl)methyl)-6-phenyloctahydro-2H-[1,3]dioxino[5′,4′:4,5]benzo[1,2-d]oxazol-2-one), COCCN(CCOC)S(F)(F)F (bis(2-methoxyethyl)aminosulfur trifluoride). The solvent is C(=O)(O)[O-].[Na+] (NaHCO3), C(Cl)Cl (DCM). Reaction conditions: time 20 hour. The product is F[C@@H]1[C@H]2[C@H](C[C@H]3[C@@H]1N(C(O3)=O)C(C3=CC=CC=C3)OC)COC(O2)C2=CC=CC=C2 ((3aS,4S,4aR,8aR,9aS)-4-fluoro-3-(methoxy(phenyl)methyl)-6-phenyloctahydro-2H-[1,3]dioxino[5′,4′:4,5]benzo[1,2-d]oxazol-2-one). Yield: 50.5%. Reaction SMILES: O[C@@H:2]1[C@H:7]2[N:8]([CH:12]([O:19][CH3:20])[C:13]3[CH:18]=[CH:17][CH:16]=[CH:15][CH:14]=3)[C:9](=[O:11])[O:10][C@H:6]2[CH2:5][C@@H:4]2[CH2:21][O:22][CH:23]([C:25]3[CH:30]=[CH:29][CH:28]=[CH:27][CH:26]=3)[O:24][C@@H:3]12.COCCN(S(F)(F)[F:41])CCOC>C(Cl)Cl.C([O-])(O)=O.[Na+]>[F:41][C@H:2]1[C@H:7]2[N:8]([CH:12]([O:19][CH3:20])[C:13]3[CH:14]=[CH:15][CH:16]=[CH:17][CH:18]=3)[C:9](=[O:11])[O:10][C@H:6]2[CH2:5][C@@H:4]2[CH2:21][O:22][CH:23]([C:25]3[CH:30]=[CH:29][CH:28]=[CH:27][CH:26]=3)[O:24][C@@H:3]12 |f:3.4|. Procedure: To a solution of (3aR,4R,4aR,8aR,9aS)-4-hydroxy-3-(methoxy(phenyl)methyl)-6-phenyloctahydro-2H-[1,3]dioxino[5′,4′:4,5]benzo[1,2-d]oxazol-2-one (1.77 g, 4.31 mmol) in dry DCM (25 mL) at room temperature was added bis(2-methoxyethyl)aminosulfur trifluoride (3.81 g, 17.2 mmol). The mixture was stirred at room temperature under N2 for 20 h. The mixture was slowly diluted with saturated aqueous NaHCO3 (80 mL), extracted with EtOAc (2×50 mL). The extracts were washed with brine and dried with MgSO4. T... Reactants: COc1ccc2sc(C(=O)O)cc2c1, CCOC(C)=O, [Cu], c1ccc2ncccc2c1. Yields the product COc1ccc2sccc2c1. As a reaction SMILES: [CH3:1][O:2][c:3]1[cH:4][cH:5][c:6]2[c:7]([cH:8][c:9]([C:11]([OH:12])=[O:13])[s:10]2)[cH:14]1.[CH3:25][CH2:26][O:27][C:28]([CH3:29])=[O:30].[Cu:31].[cH:15]1[cH:16][c:17]2[c:18]([n:19][cH:20][cH:21][cH:22]2)[cH:23][cH:24]1>>[CH3:1][O:2][c:3]1[cH:4][cH:5][c:6]2[c:7]([cH:8][cH:9][s:10]2)[cH:14]1. The solvent is CCOC(=O)C (EtOAc). The product is Cl.Cl.N12C[C@@H](C(CC1)CC2)OC2=NC=C(C=N2)C=2C=CC1=C(NC(O1)=O)C2 ((R)-5-[2-(1-Aza-bicyclo[2.2.2]oct-3-yloxy)-pyrimidin-5-yl]-3H-benzooxazol-2-one bis(hydrochloride)). As a reaction SMILES: [N:1]12[CH2:8][CH2:7][CH:4]([CH2:5][CH2:6]1)[C@@H:3]([O:9][C:10]1[N:15]=[CH:14][C:13]([C:16]3[CH:17]=[CH:18][C:19]4[O:23][C:22](=[O:24])[NH:21][C:20]=4[CH:25]=3)=[CH:12][N:11]=1)[CH2:2]2.[ClH:26]>CCOC(C)=O>[ClH:26].[ClH:26].[N:1]12[CH2:8][CH2:7][CH:4]([CH2:5][CH2:6]1)[C@@H:3]([O:9][C:10]1[N:11]=[CH:12][C:13]([C:16]3[CH:17]=[CH:18][C:19]4[O:23][C:22](=[O:24])[NH:21][C:20]=4[CH:25]=3)=[CH:14][N:15]=1)[CH2:2]2 |f:3.4.5|. Procedure details: The product of Example 37A (60 mg, 0.18 mmol) was treated with HCl (Aldrich, 4M in dioxane, 0.25 mL, 1.0 mmol) in EtOAc (3 mL) at ambient temperature for 1 hour to afford the title compound as yellow solid (60.0 mg, 83%). 1H NMR (500 MHz, CD3OD) δ 1.89-2.28 (m, 3H), 2.30-2.54 (m, 1H), 2.61-2.76 (m, 1H), 3.36-3.52 (m, 5H), 3.82-3.99 (m, 1H), 5.40-5.52 (m, 1H) 7.20-7.47 (m, 2H), 7.68 (s, 1H), 8.80 (s, 2H) ppm; MS (DCI/NH3): 338 (M+H)+. Anal. Calculated for C18H18N4O3.2.00 HCl.1.50 H2O: C, 49.33; H... Isolated yield 81.0%. Reactants: N12C[C@@H](C(CC1)CC2)OC2=NC=C(C=N2)C=2C=CC1=C(NC(O1)=O)C2 ((R)-5-[2-(1-Aza-bicyclo[2.2.2]oct-3-yloxy)-pyrimidin-5-yl]-3H-benzooxazol-2-one), Cl (HCl).